This data is from the Open Reaction Database (ORD), a public repository of structured organic reaction records. The task is: describe an organic reaction: reactants, conditions, products, and yield The reactants are Cc1cc(COCC=CCC(Oc2ccc(F)c(C)c2)C(=O)N2C(=O)OCC2C(C)C)ccc1F, [H][H], c1ccccc1. Yields the product Cc1cc(COCCCCC(Oc2ccc(F)c(C)c2)C(=O)N2C(=O)OCC2C(C)C)ccc1F. Reaction SMILES: [F:1][c:2]1[c:3]([CH3:35])[cH:4][c:5]([CH2:6][O:7][CH2:8][CH:9]=[CH:10][CH2:11][CH:12]([C:13](=[O:14])[N:15]2[C:16](=[O:23])[O:17][CH2:18][CH:19]2[CH:20]([CH3:21])[CH3:22])[O:24][c:25]2[cH:26][c:27]([CH3:32])[c:28]([F:31])[cH:29][cH:30]2)[cH:33][cH:34]1.[H:36][H:37].[cH:38]1[cH:39][cH:40][cH:41][cH:42][cH:43]1>>[F:1][c:2]1[c:3]([CH3:35])[cH:4][c:5]([CH2:6][O:7][CH2:8][CH2:9][CH2:10][CH2:11][CH:12]([C:13](=[O:14])[N:15]2[C:16](=[O:23])[O:17][CH2:18][CH:19]2[CH:20]([CH3:21])[CH3:22])[O:24][c:25]2[cH:26][c:27]([CH3:32])[c:28]([F:31])[cH:29][cH:30]2)[cH:33][cH:34]1. Reactants: C(#N)C1=CC=C(C(=O)Cl)C=C1 (4-cyanobenzoyl chloride), NC1=C(C(=O)NC2=NC=C(C=C2)Cl)C=C(C=C1)OC (2-amino-N-(5-chloro-pyridin-2-yl)-5-methoxy-benzamide), N1=CC=CC=C1 (pyridine). Solvent: C1CCOC1 (THF), C1CCOC1 (THF). Run at temperature 22 celsius, time 2 hour. Yields the product Cl.ClC=1C=CC(=NC1)NC(C1=C(C=CC(=C1)OC)NC(C1=CC=C(C=C1)C#N)=O)=O (N-(5-chloro-pyridin-2-yl)-2-(4-cyano-benzoyl-amino)-5-methoxy-benzamide hydrochloride). Isolated yield 75.5%. Reaction SMILES: [C:1]([C:3]1[CH:11]=[CH:10][C:6]([C:7]([Cl:9])=[O:8])=[CH:5][CH:4]=1)#[N:2].[NH2:12][C:13]1[CH:28]=[CH:27][C:26]([O:29][CH3:30])=[CH:25][C:14]=1[C:15]([NH:17][C:18]1[CH:23]=[CH:22][C:21]([Cl:24])=[CH:20][N:19]=1)=[O:16].N1C=CC=CC=1>C1COCC1>[ClH:9].[Cl:24][C:21]1[CH:22]=[CH:23][C:18]([NH:17][C:15](=[O:16])[C:14]2[CH:25]=[C:26]([O:29][CH3:30])[CH:27]=[CH:28][C:13]=2[NH:12][C:7](=[O:8])[C:6]2[CH:10]=[CH:11][C:3]([C:1]#[N:2])=[CH:4][CH:5]=2)=[N:19][CH:20]=1 |f:4.5|. Reported procedure: To a 780 L Hastelloy reactor, was charged 4-cyanobenzoyl chloride (E) (17.2 kg, 1.1 eq.) and THF (92 kg, 3.5 parts). Reactor contents were agitated at 22° C. (19-25° C.) until all of the solids had dissolved. The resulting solution was transferred to a lower receiver and the reactor was rinsed forward with THF (26 kg, 1 part). Compound D (26.4 kg, 1 eq.), THF (396 kg, 15 parts) and pyridine (2.90 kg, 0.4 eq.) were charged to a clean reactor. The pump and lines were rinsed forward with THF (34 kg... Reactants: ice, [BH4-].[Na+] (Sodium borohydride), crude material, NC1=C(C(=O)O)C=CC=C1[N+](=O)[O-] (2-amino-3-nitro benzoic acid), S(=O)(Cl)Cl (thionyl chloride), O (H2O). Solvent: C1CCOC1 (THF), C1=CC=CC=C1 (benzene). Yields the product NC1=C(C=CC=C1[N+](=O)[O-])CO ((2-amino-3-nitrophenyl)methanol). The yield is 52.9%. As a reaction SMILES: [NH2:1][C:2]1[C:10]([N+:11]([O-:13])=[O:12])=[CH:9][CH:8]=[CH:7][C:3]=1[C:4](O)=[O:5].S(Cl)(Cl)=O.[BH4-].[Na+].O>C1C=CC=CC=1.C1COCC1>[NH2:1][C:2]1[C:10]([N+:11]([O-:13])=[O:12])=[CH:9][CH:8]=[CH:7][C:3]=1[CH2:4][OH:5] |f:2.3|. Procedure: To a suspension of 2-amino-3-nitro benzoic acid (2.12 g, 10 mmol) in benzene (75 mL) was added dropwise thionyl chloride (1.8 mL, 25 mmol). The suspension was heated to reflux overnight. The mixture was cooled to room temperature and concentrated under reduced pressure to afford a golden solid. The crude material was dissolved in THF (40 mL) and cooled in an ice bath. Sodium borohydride (0.83 g, 22 mmol) was added in portions, and the reaction was allowed to come to room temperature with stirrin... Reactants: [N+](=O)([O-])C1=CC=NN1.C1CC1CC(=O)N (5-nitro-1H-pyrazole 3-cyclopropylmethylcarboxamide). Reagents/catalysts: [Pd] (Pd/C). Solvent: CO (methanol), C(C)(=O)O (acetic acid). Yields the product NC1=CC=NN1.C1CC1CC(=O)N (5-Amino-1H-pyrazole 3-cyclopropylmethylcarboxamide). As a reaction SMILES: [N+:1]([C:4]1[NH:8][N:7]=[CH:6][CH:5]=1)([O-])=O.[CH2:9]1[CH:11]([CH2:12][C:13]([NH2:15])=[O:14])[CH2:10]1>CO.C(O)(=O)C.[Pd]>[NH2:1][C:4]1[NH:8][N:7]=[CH:6][CH:5]=1.[CH2:10]1[CH:11]([CH2:12][C:13]([NH2:15])=[O:14])[CH2:9]1 |f:0.1,5.6|. Procedure details: 1 g of 5-nitro-1H-pyrazole-3-cyclopropylmethylcarboxamide is dissolved in 30 ml of methanol and 2 ml of acetic acid. This mixture is hydrogenated in the presence of 110 mg of Pd/C under 5 bar until reaction is complete. The mixture is filtered through celite, evaporated to dryness and purified by column chromatography (silica gel, methanol:DCM=1:30). Starting materials: F[B-](F)(F)F.O=[N+]=O (nitronium tetrafluoroborate), ClC1=CC=C(C=C1)C(CC(=O)OC)(C(C)C)C (methyl 3-(4-chlorophenyl)-3,4-dimethylpentanoate), O (water). The solvent is ClCCl (dichloromethane). Conditions: temperature 0 celsius, time 1 hour. Product: ClC1=C(C=C(C=C1)C(CC(=O)OC)(C(C)C)C)[N+](=O)[O-] (Methyl 3-(4-chloro-3-nitrophenyl)-3,4-dimethylpentanoate). Reaction SMILES: [Cl:1][C:2]1[CH:7]=[CH:6][C:5]([C:8]([CH3:17])([CH:14]([CH3:16])[CH3:15])[CH2:9][C:10]([O:12][CH3:13])=[O:11])=[CH:4][CH:3]=1.F[B-](F)(F)F.[O:23]=[N+:24]=[O:25].O>ClCCl>[Cl:1][C:2]1[CH:3]=[CH:4][C:5]([C:8]([CH3:17])([CH:14]([CH3:15])[CH3:16])[CH2:9][C:10]([O:12][CH3:13])=[O:11])=[CH:6][C:7]=1[N+:24]([O-:25])=[O:23] |f:1.2|. Procedure details: 2.3 g (9.03 mmol) of methyl 3-(4-chlorophenyl)-3,4-dimethylpentanoate were dissolved in 50 ml of dichloromethane and cooled to 0° C. 1.44 g (10.8 mmol) of nitronium tetrafluoroborate were then added a little at a time. After the addition had ended, the reaction solution was initially stirred at 0°-10° C. for 1 h. The mixture was then slowly warmed to room temperature and stirred at this temperature for another 2 h. The reaction mixture was then added to about 50 ml of water, the phases were sepa... Starting materials: C(C1=CC=CC=C1)N1C=CC=2N=C(N=C(C21)OC2=C(C=C(C=C2C)C)C)F (5-benzyl-2-fluoro-4-(mesityloxy)-5H-pyrrolo[3,2-d]pyrimidine), CN1CCCC1=O (NMP), 4-aminobenzylnitrile, [H-].[Na+] (NaH), CN1CCCC1=O (NMP). Run in O (water). Run at time 30 minute. The product is C(C1=CC=CC=C1)N1C=CC=2N=C(N=C(C21)OC2=C(C=C(C=C2C)C)C)NC2=CC=C(C#N)C=C2 (4-(5-benzyl-4-(mesityloxy)-5H-pyrrolo[3,2-d]pyrimidin-2-ylamino)benzonitrile). The yield is 80.0%. Reaction SMILES: [H-].[Na+].[CH2:3]([N:10]1[C:18]2[C:17]([O:19][C:20]3[C:25]([CH3:26])=[CH:24][C:23]([CH3:27])=[CH:22][C:21]=3[CH3:28])=[N:16][C:15](F)=[N:14][C:13]=2[CH:12]=[CH:11]1)[C:4]1[CH:9]=[CH:8][CH:7]=[CH:6][CH:5]=1.C[N:31]1[C:35](=O)[CH2:34][CH2:33][CH2:32]1>O>[CH2:3]([N:10]1[C:18]2[C:17]([O:19][C:20]3[C:25]([CH3:26])=[CH:24][C:23]([CH3:27])=[CH:22][C:21]=3[CH3:28])=[N:16][C:15]([NH:10][C:3]3[CH:32]=[CH:33][C:34]([C:35]#[N:31])=[CH:5][CH:4]=3)=[N:14][C:13]=2[CH:12]=[CH:11]1)[C:4]1[CH:9]=[CH:8][CH:7]=[CH:6][CH:5]=1 |f:0.1|. Procedure details: A stirred suspension of NaH (63.8 mg, 2.66 mmol) in dry NMP (1.5 mL) was added 4-aminobenzylnitrile (188 mg, 2.66 mmol) and stirred at room temperature for 30 min under argon. The reaction mixture was added to a solution of 5-benzyl-2-fluoro-4-(mesityloxy)-5H-pyrrolo[3,2-d]pyrimidine (115 mg, 0.32 mmol) in dry NMP (1.7 mL) and stirred at room temperature for 2 h. After completion of the reaction, the resulting mixture was diluted with water and washed with EtOAc 3 times. The combined organic lay... Starting materials: FC(F)(F)Cn1ncnc1-c1nc2c(s1)CCOc1cc(Br)ccc1-2, O=C([O-])[O-], CC#N, CCOC(C)=O, CC1(C)OB(c2cnn(CCCl)c2)OC1(C)C, [K+], [K+], O, c1ccc(P(c2ccccc2)(c2ccccc2)[Pd](P(c2ccccc2)(c2ccccc2)c2ccccc2)(P(c2ccccc2)(c2ccccc2)c2ccccc2)P(c2ccccc2)(c2ccccc2)c2ccccc2)cc1. Product: FC(F)(F)Cn1ncnc1-c1nc2c(s1)CCOc1cc(-c3cnn(CCCl)c3)ccc1-2. RXN SMILES: [Br:1][c:2]1[cH:3][c:4]2[c:5]([cH:24][cH:25]1)-[c:6]1[n:7][c:8](-[c:14]3[n:15]([CH2:19][C:20]([F:21])([F:22])[F:23])[n:16][cH:17][n:18]3)[s:9][c:10]1[CH2:11][CH2:12][O:13]2.[C:43](=[O:44])([O-:45])[O-:46].[CH3:49][C:50]#[N:51].[CH3:53][CH2:54][O:55][C:56]([CH3:57])=[O:58].[Cl:26][CH2:27][CH2:28][n:29]1[n:30][cH:31][c:32]([B:34]2[O:35][C:36]([CH3:37])([CH3:38])[C:39]([CH3:40])([CH3:41])[O:42]2)[cH:33]1.[K+:47].[K+:48].[OH2:52].[cH:59]1[cH:60][cH:61][c:62]([P:63]([Pd:64]([P:65]([c:66]2[cH:67][cH:68][cH:69][cH:70][cH:71]2)([c:72]2[cH:73][cH:74][cH:75][cH:76][cH:77]2)[c:78]2[cH:79][cH:80][cH:81][cH:82][cH:83]2)([P:84]([c:85]2[cH:86][cH:87][cH:88][cH:89][cH:90]2)([c:91]2[cH:92][cH:93][cH:94][cH:95][cH:96]2)[c:97]2[cH:98][cH:99][cH:100][cH:101][cH:102]2)[P:103]([c:104]2[cH:105][cH:106][cH:107][cH:108][cH:109]2)([c:110]2[cH:111][cH:112][cH:113][cH:114][cH:115]2)[c:116]2[cH:117][cH:118][cH:119][cH:120][cH:121]2)([c:122]2[cH:123][cH:124][cH:125][cH:126][cH:127]2)[c:128]2[cH:129][cH:130][cH:131][cH:132][cH:133]2)[cH:134][cH:135]1>>[c:2]1(-[c:32]2[cH:31][n:30][n:29]([CH2:28][CH2:27][Cl:26])[cH:33]2)[cH:3][c:4]2[c:5]([cH:24][cH:25]1)-[c:6]1[n:7][c:8](-[c:14]3[n:15]([CH2:19][C:20]([F:21])([F:22])[F:23])[n:16][cH:17][n:18]3)[s:9][c:10]1[CH2:11][CH2:12][O:13]2.